Dataset: the Open Reaction Database (ORD), a public repository of structured organic reaction records. Task: describe an organic reaction: reactants, conditions, products, and yield Reactants: resultant mixture, Cl (hydrochloric acid), CC=1NC(=C(C(C1C(=O)OCC1=CC=CC=C1)C1=C(C=CC=C1)[N+](=O)[O-])C(=O)OCC)C=O (benzyl 2-methyl-4-(2-nitrophenyl)-5-ethoxycarbonyl-6-formyl-1,4-dihydropyridine-3-carboxylate), [BH4-].[Na+] (sodium borohydride), O (water). The solvent is C(C)O (ethanol). Yields the product CC=1NC(=C(C(C1C(=O)OCC1=CC=CC=C1)C1=C(C=CC=C1)[N+](=O)[O-])C(=O)OCC)CO (benzyl 2-methyl-4-(2-nitrophenyl)-5-ethoxycarbonyl-6-hydroxymethyl-1,4-dihydropyridine-3-carboxylate). RXN SMILES: [CH3:1][C:2]1[NH:3][C:4]([CH:32]=[O:33])=[C:5]([C:27]([O:29][CH2:30][CH3:31])=[O:28])[CH:6]([C:18]2[CH:23]=[CH:22][CH:21]=[CH:20][C:19]=2[N+:24]([O-:26])=[O:25])[C:7]=1[C:8]([O:10][CH2:11][C:12]1[CH:17]=[CH:16][CH:15]=[CH:14][CH:13]=1)=[O:9].[BH4-].[Na+].O.Cl>C(O)C>[CH3:1][C:2]1[NH:3][C:4]([CH2:32][OH:33])=[C:5]([C:27]([O:29][CH2:30][CH3:31])=[O:28])[CH:6]([C:18]2[CH:23]=[CH:22][CH:21]=[CH:20][C:19]=2[N+:24]([O-:26])=[O:25])[C:7]=1[C:8]([O:10][CH2:11][C:12]1[CH:13]=[CH:14][CH:15]=[CH:16][CH:17]=1)=[O:9] |f:1.2|. Procedure details: To a suspended solution of benzyl 2-methyl-4-(2-nitrophenyl)-5-ethoxycarbonyl-6-formyl-1,4-dihydropyridine-3-carboxylate (1.2 g) in ethanol (20 ml) was added sodium borohydride (60.6 mg) under ice-cooling and stirred, and further stirred for an hour at 0° C. and another an hour at 3° C. The reaction mixture was added with water and the resultant mixture was adjusted to pH 6 to 7 with 2N hydrochloric acid, and the solvent was distilled off. The residue was extracted with ethyl acetate and washed ... Reactants: C(CCl)Cl (EDC), C=1C=CC2=C(C1)N=NN2O (HOBT), NCC=1C(=C(C(=CC1)Br)OC=1C=C(C#N)C=C(C1)Cl)F (3-{[3-(aminomethyl)-6-bromo-2-fluorophenyl]oxy}-5-chlorobenzonitrile), ClC=1N=C(NC1C(=O)O)C (4-chloro-2-methyl-1H-imidazole-5-carboxylic acid). Run in CN(C)C=O (DMF). Reaction conditions: time 8 hour. The product is BrC1=C(C(=C(C=C1)CNC(=O)C1=C(N=C(N1)C)Cl)F)OC1=CC(=CC(=C1)C#N)Cl (N-({4-bromo-3-[(3-chloro-5-cyanophenyl)oxy]-2-fluorophenyl}methyl)-4-chloro-2-methyl-1H-imidazole-5-carboxamide). Isolated yield 12.3%. Reaction SMILES: C(Cl)CCl.C1C=CC2N(O)N=NC=2C=1.[NH2:15][CH2:16][C:17]1[C:18]([F:34])=[C:19]([O:24][C:25]2[CH:26]=[C:27]([CH:30]=[C:31]([Cl:33])[CH:32]=2)[C:28]#[N:29])[C:20]([Br:23])=[CH:21][CH:22]=1.[Cl:35][C:36]1[N:37]=[C:38]([CH3:44])[NH:39][C:40]=1[C:41](O)=[O:42]>CN(C=O)C>[Br:23][C:20]1[CH:21]=[CH:22][C:17]([CH2:16][NH:15][C:41]([C:40]2[NH:39][C:38]([CH3:44])=[N:37][C:36]=2[Cl:35])=[O:42])=[C:18]([F:34])[C:19]=1[O:24][C:25]1[CH:26]=[C:27]([C:28]#[N:29])[CH:30]=[C:31]([Cl:33])[CH:32]=1. Reported procedure: EDC (0.060 g, 0.311 mmol) and HOBT (0.042 g, 0.311 mmol) were added to a solution of 3-{[3-(aminomethyl)-6-bromo-2-fluorophenyl]oxy}-5-chlorobenzonitrile (0.111 g, 0.311 mmol) and 4-chloro-2-methyl-1H-imidazole-5-carboxylic acid (0.050 g, 0.311 mmol) in DMF (2 mL). The mixture was stirred at RT overnight. The reaction mixture was extracted with EtOAc and saturated sodium bicarbonate and the organic layer was dried over sodium sulfate and concentrated. Rerverse phase HPLC (acetonitrile:water with... Reactants: CC=1C(=C(C2=CC=C(C=C2C1)OC)OC1=C(C=C(C=C1)/C=C/C(=O)O)C(F)(F)F)C1=CC=CC=C1 ((2E)-3-[4-{[3-methyl-6-(methyloxy)-2-phenyl-1-naphthalenyl]oxy}-3-(trifluoromethyl)phenyl]-2-propenoic acid), B(Br)(Br)Br (BBr3). The solvent is C(Cl)Cl (CH2Cl2). Run at temperature 0 celsius, time 2 hour. Yields the product OC=1C=C2C=C(C(=C(C2=CC1)OC1=C(C=C(C=C1)/C=C/C(=O)O)C(F)(F)F)C1=CC=CC=C1)C ((2E)-3-[4-[(6-hydroxy-3-methyl-2-phenyl-1-naphthalenyl)oxy]-3-(trifluoromethyl)phenyl]-2-propenoic acid). The yield is 52.6%. RXN SMILES: [CH3:1][C:2]1[C:3]([C:30]2[CH:35]=[CH:34][CH:33]=[CH:32][CH:31]=2)=[C:4]([O:14][C:15]2[CH:20]=[CH:19][C:18](/[CH:21]=[CH:22]/[C:23]([OH:25])=[O:24])=[CH:17][C:16]=2[C:26]([F:29])([F:28])[F:27])[C:5]2[C:10]([CH:11]=1)=[CH:9][C:8]([O:12]C)=[CH:7][CH:6]=2.B(Br)(Br)Br>C(Cl)Cl>[OH:12][C:8]1[CH:9]=[C:10]2[C:5](=[CH:6][CH:7]=1)[C:4]([O:14][C:15]1[CH:20]=[CH:19][C:18](/[CH:21]=[CH:22]/[C:23]([OH:25])=[O:24])=[CH:17][C:16]=1[C:26]([F:27])([F:28])[F:29])=[C:3]([C:30]1[CH:31]=[CH:32][CH:33]=[CH:34][CH:35]=1)[C:2]([CH3:1])=[CH:11]2. Reported procedure: Compound 35 (85 mg, 0.18 mmol, 1 equiv) was dissolved in CH2Cl2 (10 mL) and cooled to 0° C. under N2. BBr3 (84 μL, 0.89 mmol, 5 equiv) was added dropwise and the resulting solution was allowed to stir at 0° C. for 2 h. The reaction mixture was then poured into ice and the product extracted into EtOAc (250 mL). The organics were washed with saturated aqueous NaCl (100 mL), dried over Na2SO4, filtered and concentrated to dryness. The residue was purified by silica gel flash column chromatography (... Starting materials: C1(=CC=CC=C1)C12C(C(C(C3CC=CC=C13)(O2)C2=CC=CC=C2)C#N)C#N (tetrahydro-1,4-diphenyl-1,4-epoxy-napthalene-2,3-dicarbonitrile). Solvent: O1CCCC1 (tetrahydrofuran). Conditions: temperature -78 celsius, time 20 minute. The product is C1(=CC=CC=C1)C1=C(C(=C(C2=CC=CC=C12)C1=CC=CC=C1)C#N)C#N (1,4-diphenylnaphthalene-2,3-di-carbonitrile). RXN SMILES: [C:1]1([C:7]23O[C:10]([C:18]4[CH:23]=[CH:22][CH:21]=[CH:20][CH:19]=4)([CH:11]4[C:16]2=[CH:15][CH:14]=[CH:13][CH2:12]4)[CH:9]([C:24]#[N:25])[CH:8]3[C:26]#[N:27])[CH:6]=[CH:5][CH:4]=[CH:3][CH:2]=1>O1CCCC1>[C:18]1([C:10]2[C:11]3[C:16](=[CH:15][CH:14]=[CH:13][CH:12]=3)[C:7]([C:1]3[CH:2]=[CH:3][CH:4]=[CH:5][CH:6]=3)=[C:8]([C:26]#[N:27])[C:9]=2[C:24]#[N:25])[CH:19]=[CH:20][CH:21]=[CH:22][CH:23]=1. Reported procedure: In a dry 2 L 3-necked round bottom flask equipped with a magnetic stirring bar, dropping funnel, gas inlet tube attached to an argon gas cylinder, was placed tetrahydro-1,4-diphenyl-1,4-epoxy-napthalene-2,3-dicarbonitrile (20 g) and dry tetrahydrofuran (450 ml) while purging the flask with argon gas. The mixture was stirred for 20 minutes. The flask was cooled to −78° C. (acetone/dry ice) and Lithium bis(trimethylsilyl)- amide (150 ml, 1.0 M THF) was added dropwise over 2 hours. The mixture was ... Product: Cc1c(NC(=O)c2cc3c(s2)CCCC3)cccc1-c1c[nH]c(=O)c(Nc2ccc(N3CCN(C)CC3)cn2)c1. RXN SMILES: [CH3:1][O:2][c:3]1[c:4]([NH:28][c:29]2[n:30][cH:31][c:32]([N:35]3[CH2:36][CH2:37][N:38]([CH3:41])[CH2:39][CH2:40]3)[cH:33][cH:34]2)[cH:5][c:6](-[c:9]2[c:10]([CH3:27])[c:11]([NH:15][C:16](=[O:17])[c:18]3[cH:19][c:20]4[c:21]([s:22]3)[CH2:23][CH2:24][CH2:25][CH2:26]4)[cH:12][cH:13][cH:14]2)[cH:7][n:8]1.[Cl:43][CH2:44][Cl:45].[ClH:42].[O:47]1[CH2:48][CH2:49][O:50][CH2:51][CH2:52]1.[OH2:46]>>[O:2]=[c:3]1[c:4]([NH:28][c:29]2[n:30][cH:31][c:32]([N:35]3[CH2:36][CH2:37][N:38]([CH3:41])[CH2:39][CH2:40]3)[cH:33][cH:34]2)[cH:5][c:6](-[c:9]2[c:10]([CH3:27])[c:11]([NH:15][C:16](=[O:17])[c:18]3[cH:19][c:20]4[c:21]([s:22]3)[CH2:23][CH2:24][CH2:25][CH2:26]4)[cH:12][cH:13][cH:14]2)[cH:7][nH:8]1. Reactants: COc1ncc(-c2cccc(NC(=O)c3cc4c(s3)CCCC4)c2C)cc1Nc1ccc(N2CCN(C)CC2)cn1, ClCCl, Cl, C1COCCO1, O. Starting materials: CN(C)C=O, Clc1nc(Cl)nc(Cl)n1, NC(=O)c1cnc2ccsc2c1Cl, O. The product is N#Cc1cnc2ccsc2c1Cl. As a reaction SMILES: [CH3:24][N:25]([CH3:26])[CH:27]=[O:28].[Cl:14][c:15]1[n:16][c:17]([Cl:18])[n:19][c:20]([Cl:21])[n:22]1.[Cl:1][c:2]1[c:3]2[c:4]([n:5][cH:6][c:7]1[C:8](=[O:9])[NH2:10])[cH:11][cH:12][s:13]2.[OH2:23]>>[Cl:1][c:2]1[c:3]2[c:4]([n:5][cH:6][c:7]1[C:8]#[N:10])[cH:11][cH:12][s:13]2. The reactants are CC(=O)O[BH-](OC(C)=O)OC(C)=O, C1CCNC1, [Na+], CC(CC=O)C1CC=C2C3=C(CCC21C)C1(C)CCC(O)C(C)(C)C1CC3. Product: CC(CCN1CCCC1)C1CC=C2C3=C(CCC21C)C1(C)CCC(O)C(C)(C)C1CC3. As a reaction SMILES: [C:33]([O:34][BH-:35]([O:36][C:37](=[O:38])[CH3:39])[O:40][C:41](=[O:42])[CH3:43])(=[O:44])[CH3:45].[CH2:28]1[CH2:29][CH2:30][NH:31][CH2:32]1.[Na+:46].[OH:1][CH:2]1[C:3]([CH3:26])([CH3:27])[CH:4]2[CH2:5][CH2:6][C:7]3=[C:20]([CH2:19][CH2:18][C:17]4([CH3:25])[C:8]3=[CH:9][CH2:10][CH:11]4[CH:12]([CH2:13][CH:14]=[O:15])[CH3:16])[C:21]2([CH3:24])[CH2:22][CH2:23]1>>[OH:1][CH:2]1[C:3]([CH3:26])([CH3:27])[CH:4]2[CH2:5][CH2:6][C:7]3=[C:20]([CH2:19][CH2:18][C:17]4([CH3:25])[C:8]3=[CH:9][CH2:10][CH:11]4[CH:12]([CH2:13][CH2:14][N:31]3[CH2:30][CH2:29][CH2:28][CH2:32]3)[CH3:16])[C:21]2([CH3:24])[CH2:22][CH2:23]1. The reactants are Cc1cc(Br)ccc1C(=O)N1CCN(c2nc(C)c(C)cc2C)CC1, CC1COC(=O)N1. Yields the product Cc1cc(N2C(=O)OCC2C)ccc1C(=O)N1CCN(c2nc(C)c(C)cc2C)CC1. Reaction SMILES: [Br:1][c:2]1[cH:3][c:4]([CH3:25])[c:5]([C:8](=[O:9])[N:10]2[CH2:11][CH2:12][N:13]([c:16]3[n:17][c:18]([CH3:24])[c:19]([CH3:23])[cH:20][c:21]3[CH3:22])[CH2:14][CH2:15]2)[cH:6][cH:7]1.[CH3:26][CH:27]1[NH:28][C:29](=[O:32])[O:30][CH2:31]1>>[c:2]1([N:28]2[CH:27]([CH3:26])[CH2:31][O:30][C:29]2=[O:32])[cH:3][c:4]([CH3:25])[c:5]([C:8](=[O:9])[N:10]2[CH2:11][CH2:12][N:13]([c:16]3[n:17][c:18]([CH3:24])[c:19]([CH3:23])[cH:20][c:21]3[CH3:22])[CH2:14][CH2:15]2)[cH:6][cH:7]1. The reactants are [Br-], O=Cc1cnc(Br)s1, CC[Mg+], C1CCOC1, CCOC(C)=O, [Cl-], [NH4+]. Product: CCC(O)c1cnc(Br)s1. Reaction SMILES: [Br-:9].[Br:1][c:2]1[s:3][c:4]([CH:7]=[O:8])[cH:5][n:6]1.[CH2:10]([CH3:11])[Mg+:12].[CH2:15]1[O:16][CH2:17][CH2:18][CH2:19]1.[CH3:20][CH2:21][O:22][C:23](=[O:24])[CH3:25].[Cl-:13].[NH4+:14]>>[Br:1][c:2]1[s:3][c:4]([CH:7]([OH:8])[CH2:10][CH3:11])[cH:5][n:6]1. The reactants are BrCc1ccccc1, CN(C)C=O, [H-], [Na+], O=C1CC(c2ccccc2)Cc2[nH]ccc21. Yields the product O=C1CC(c2ccccc2)Cc2c1ccn2Cc1ccccc1. As a reaction SMILES: [Br:19][CH2:20][c:21]1[cH:22][cH:23][cH:24][cH:25][cH:26]1.[CH3:27][N:28]([CH3:29])[CH:30]=[O:31].[H-:1].[Na+:2].[c:3]1([CH:9]2[CH2:10][C:11](=[O:18])[c:12]3[cH:13][cH:14][nH:15][c:16]3[CH2:17]2)[cH:4][cH:5][cH:6][cH:7][cH:8]1>>[c:3]1([CH:9]2[CH2:10][C:11](=[O:18])[c:12]3[cH:13][cH:14][n:15]([CH2:20][c:21]4[cH:22][cH:23][cH:24][cH:25][cH:26]4)[c:16]3[CH2:17]2)[cH:4][cH:5][cH:6][cH:7][cH:8]1.